Dataset: the Open Reaction Database (ORD), a public repository of structured organic reaction records. Task: describe an organic reaction: reactants, conditions, products, and yield Reactants: Cl (hydrochloric acid), C(C=C)OC(NCC#N)=O (cyanomethyl-carbamic acid allyl ester), [OH-].[Na+] (sodium hydroxide), S(=O)(=O)(O)O.NO (hydroxylamine sulfate). Solvent: CO (methanol), O (water). Conditions: temperature 20 celsius, time 16 hour. The product is C(C=C)OC(NCC(NO)=N)=O (N-hydroxycarbamimidoylmethyl-carbamic acid allyl ester). Isolated yield 132.0%. Reaction SMILES: [CH2:1]([O:4][C:5](=[O:10])[NH:6][CH2:7][C:8]#[N:9])[CH:2]=[CH2:3].[OH-:11].[Na+].S(O)(O)(=O)=O.[NH2:18]O.Cl>CO.O>[CH2:1]([O:4][C:5](=[O:10])[NH:6][CH2:7][C:8](=[NH:18])[NH:9][OH:11])[CH:2]=[CH2:3] |f:1.2,3.4|. Procedure details: To a solution of 140 g of cyanomethyl-carbamic acid allyl ester in 1 l of methanol were added over 15 min a solution of 40.0 g of sodium hydroxide and 82.1 g of hydroxylamine sulfate in 200 ml of water, the reaction mixture being cooled in an ice-bath. The mixture was stirred at 20° C. for 16 h and then, the pH of the suspension was adjusted to 7.0 by the addition of concentrated hydrochloric acid. The solids were removed by filtration and the mother liquor was evaporated in vacuo. The solid res... The reactants are C(C)(=O)OC=1C=CC(=NC1)C=1C=C(C(N(C1)C1=CC=CC=C1)=O)C1=C(C=CC=C1)C#N (5-(5-acetoxypyridin-2-yl)-3-(2-cyanophenyl)-1-phenyl-1,2-dihydropyridin-2-one), C([O-])([O-])=O.[K+].[K+] (potassium carbonate), CO (methanol), CO (methanol). Run in C(C)(=O)OCC (ethyl acetate). Run at time 30 minute. Product: C(#N)C1=C(C=CC=C1)C=1C(N(C=C(C1)C1=NC=C(C=C1)O)C1=CC=CC=C1)=O (3-(2-Cyanophenyl)-5-(5-hydroxypyridin-2-yl)-1-phenyl-1,2-dihydropyridin-2-one). Isolated yield 92.0%. RXN SMILES: C([O:4][C:5]1[CH:6]=[CH:7][C:8]([C:11]2[CH:12]=[C:13]([C:24]3[CH:29]=[CH:28][CH:27]=[CH:26][C:25]=3[C:30]#[N:31])[C:14](=[O:23])[N:15]([C:17]3[CH:22]=[CH:21][CH:20]=[CH:19][CH:18]=3)[CH:16]=2)=[N:9][CH:10]=1)(=O)C.C(=O)([O-])[O-].[K+].[K+].CO>C(OCC)(=O)C>[C:30]([C:25]1[CH:26]=[CH:27][CH:28]=[CH:29][C:24]=1[C:13]1[C:14](=[O:23])[N:15]([C:17]2[CH:18]=[CH:19][CH:20]=[CH:21][CH:22]=2)[CH:16]=[C:11]([C:8]2[CH:7]=[CH:6][C:5]([OH:4])=[CH:10][N:9]=2)[CH:12]=1)#[N:31] |f:1.2.3|. Procedure: 953 mg of 5-(5-acetoxypyridin-2-yl)-3-(2-cyanophenyl)-1-phenyl-1,2-dihydropyridin-2-one and 192 mg of potassium carbonate were added to 50 ml of methanol, and the mixture was stirred at room temperature for 30 minutes. The mixture was further incoporated with 50 ml of methanol, and stirred at 40° C. for 15 minutes. The reaction mixture was diluted with ethyl acetate, and filtered by silica gel. The filtrate was concentrated under a vacuum and washed with a ether/methanol-based solvent, to obtain... Starting materials: O1CCC(CC1)CO ((tetrahydro-pyran-4-yl)-methanol), CC(C)(C)[O-].[K+] (KOtBu), C(C)(C)(C)OC(=O)N1CCC(CC1)C1=NC=NC2=CC(=CC=C12)F (4-(7-fluoro-quinazolin-4-yl)-piperidine-1-carboxylic acid tert-butyl ester), Cl.[N+](=O)([O-])C1=CC=C(C=C1)OC(NC1=CC=C(C=C1)N1CCCC1)=O ((4-pyrrolidin-1-yl-phenyl)-carbamic acid 4-nitrophenyl ester hydrochloride). Run in CS(=O)C (DMSO), O (water). Conditions: temperature 80 celsius, time 1 hour. Yields the product N1(CCCC1)C1=CC=C(C=C1)NC(=O)N1CCC(CC1)C1=NC=NC2=CC(=CC=C12)OCC1CCOCC1 (4-[7-(Tetrahydro-pyran-4-ylmethoxy)-quinazolin-4-yl]-piperidine-1-carboxylic acid (4-pyrrolidin-1-yl-phenyl)-amide). Isolated yield 2.9%. As a reaction SMILES: [O:1]1[CH2:6][CH2:5][CH:4]([CH2:7][OH:8])[CH2:3][CH2:2]1.CC([O-])(C)C.[K+].C(O[C:20]([N:22]1[CH2:27][CH2:26][CH:25]([C:28]2[C:37]3[C:32](=[CH:33][C:34](F)=[CH:35][CH:36]=3)[N:31]=[CH:30][N:29]=2)[CH2:24][CH2:23]1)=[O:21])(C)(C)C.Cl.[N+](C1C=CC(OC(=O)[NH:51][C:52]2[CH:57]=[CH:56][C:55]([N:58]3[CH2:62][CH2:61][CH2:60][CH2:59]3)=[CH:54][CH:53]=2)=CC=1)([O-])=O>CS(C)=O.O>[N:58]1([C:55]2[CH:56]=[CH:57][C:52]([NH:51][C:20]([N:22]3[CH2:23][CH2:24][CH:25]([C:28]4[C:37]5[C:32](=[CH:33][C:34]([O:8][CH2:7][CH:4]6[CH2:5][CH2:6][O:1][CH2:2][CH2:3]6)=[CH:35][CH:36]=5)[N:31]=[CH:30][N:29]=4)[CH2:26][CH2:27]3)=[O:21])=[CH:53][CH:54]=2)[CH2:59][CH2:60][CH2:61][CH2:62]1 |f:1.2,4.5|. Procedure: A mixture of (tetrahydro-pyran-4-yl)-methanol (0.2 mmol), KOtBu (0.2 mmol) and 4-(7-fluoro-quinazolin-4-yl)-piperidine-1-carboxylic acid tert-butyl ester (0.1 mmol), prepared as described in Example 65b, in DMSO (1 mL), was stirred at 80° C. for 1 h. It was then diluted with water and extracted with DCM. The combined extracts were washed with water, brine, dried with MgSO4, filtered, and concentrated in vacuo. The crude product was then treated with 3M HCl/MeOH (2 mL) and stirred at rt for 2 h a... Starting materials: COC=1C=C(C(C(=O)O)=C(C1)OC)N (4,6-dimethoxy anthranilic acid), O (water), O (water), ClC(Cl)(OC(OC(Cl)(Cl)Cl)=O)Cl (triphosgene). Solvent: O1CCCC1 (tetrahydrofuran). Conditions: time 30 minute. The product is COC1=CC(=CC2=C1C(OC(N2)=O)=O)OC (1,2-dihydro-5,7-dimethoxy-3,1-benzoxazine-2,4-dione). Yield: 262.9%. Reaction SMILES: [CH3:1][O:2][C:3]1[CH:4]=[C:5]([NH2:14])[C:6](=[C:10]([O:12][CH3:13])[CH:11]=1)[C:7]([OH:9])=[O:8].Cl[C:16](Cl)([O:18]C(=O)OC(Cl)(Cl)Cl)Cl.O>O1CCCC1>[CH3:13][O:12][C:10]1[C:6]2[C:7](=[O:9])[O:8][C:16](=[O:18])[NH:14][C:5]=2[CH:4]=[C:3]([O:2][CH3:1])[CH:11]=1. Reported procedure: To a cooled (0° C.) brown solution of 4,6-dimethoxy anthranilic acid (76.0 g, 0.385 mol), prepared as in Example 2, in tetrahydrofuran (1.3 L) was added triphosgene (40.0 g, 0.135 mol) in portions over a 20 min period. After 30 min, the reaction was warmed to room temperature and stirred for an additional 1.5 h. The reaction mixture was poured into an Erlenmeyer flask containing water and cooled to 0° C. with an ice bath. Additional water was added to facilitate the stirring of the thick solid f...